describe an organic reaction: reactants, conditions, products, and yield From a dataset of the Open Reaction Database (ORD), a public repository of structured organic reaction records. Reactants: Cl (hydrochloric acid), N[C@H]1[C@@H]2N(C(=C(CS2)C)C(=O)OCC2=CC=CC=C2)C1=O (benzyl 7β-amino-3-methyl-3-cephem-4-carboxylate), C1(=CC=CC=C1)OC (anisole). Reagents/catalysts: [Ti](Cl)(Cl)(Cl)Cl (titanium tetrachloride). Run in C(Cl)Cl (methylene chloride), [N+](=O)([O-])C (nitromethane). Reaction conditions: time 9.5 hour. Yields the product N[C@H]1[C@@H]2N(C(=C(CS2)C)C(=O)O)C1=O (7β-amino-3-methyl-3-cephem-4-carboxylic acid). Isolated yield 32.0%. As a reaction SMILES: [NH2:1][C@@H:2]1[C:20](=[O:21])[N:4]2[C:5]([C:10]([O:12]CC3C=CC=CC=3)=[O:11])=[C:6]([CH3:9])[CH2:7][S:8][C@H:3]12.C1(OC)C=CC=CC=1.Cl>C(Cl)Cl.[N+](C)([O-])=O.[Ti](Cl)(Cl)(Cl)Cl>[NH2:1][C@@H:2]1[C:20](=[O:21])[N:4]2[C:5]([C:10]([OH:12])=[O:11])=[C:6]([CH3:9])[CH2:7][S:8][C@H:3]12. Procedure: To a solution of benzyl 7β-amino-3-methyl-3-cephem-4-carboxylate (1.2 g) and anisole (5.2 ml) in methylene chloride (100 ml) is added a solution of titanium tetrachloride (2.6 g) in nitromethane under ice cooling, and the mixture stirred for 9.5 hours at room temperature. The reaction mixture is adjusted to pH 1 or less with diluted hydrochloric acid (70 ml), washed with ethyl acetate, and neutralized with 6 N-sodium hydroxide. The resulting titanium hydroxide is removed by filtration, and the f... Reactants: ClC1=CC=C(C=C1)S(=O)(=O)NC(C(=O)NCCCC(=O)OC)CN1C=NC=C1 ((RS)-2-(4-chlorobenzenesulfonylamino)-3-(1H-imidazol-1-yl)-N-(3-methoxycarbonylpropyl)propanamide), Cl (HCl). Product: Cl.C(=O)(O)CCCNC(C(CN1C=NC=C1)NS(=O)(=O)C1=CC=C(C=C1)Cl)=O ((RS)-N-(3-carboxypropyl)-2-(4-chlorobenzenesulfonylamino)-3-(1H-imidazol-1-yl)propanamide hydrochloride). Yield: 194.9%. RXN SMILES: [Cl:1][C:2]1[CH:7]=[CH:6][C:5]([S:8]([NH:11][CH:12]([CH2:23][N:24]2[CH:28]=[CH:27][N:26]=[CH:25]2)[C:13]([NH:15][CH2:16][CH2:17][CH2:18][C:19]([O:21]C)=[O:20])=[O:14])(=[O:10])=[O:9])=[CH:4][CH:3]=1.Cl>>[ClH:1].[C:19]([CH2:18][CH2:17][CH2:16][NH:15][C:13](=[O:14])[CH:12]([NH:11][S:8]([C:5]1[CH:6]=[CH:7][C:2]([Cl:1])=[CH:3][CH:4]=1)(=[O:10])=[O:9])[CH2:23][N:24]1[CH:28]=[CH:27][N:26]=[CH:25]1)([OH:21])=[O:20] |f:2.3|. Reported procedure: The procedure described in Example 92 was repeated, except that (RS)-2-(4-chlorobenzenesulfonylamino)-3-(1H-imidazol-1-yl)-N-(3-methoxycarbonylpropyl)propanamide (15.8 mg) was hydrolyzed, and then reacted with HCl to obtain (RS)-N-(3-carboxypropyl)-2-(4-chlorobenzenesulfonylamino)-3-(1H-imidazol-1-yl)propanamide hydrochloride (16.2 mg).